This data is from the Open Reaction Database (ORD), a public repository of structured organic reaction records. The task is: describe an organic reaction: reactants, conditions, products, and yield The reactants are Cn1ccc2cccc(C=O)c12, CC1=CN=C(C=C1)N, [C-]#[N+]C1CCCCC1. Reagents/catalysts: O=C(O)C(F)(F)F (trifluoroacetic acid). Run in CC(C)O (isopropyl alcohol), CC(C)O (isopropylalcohol). Reaction conditions: temperature 22 celsius, time 20 hour. The product is Cc1ccc2nc(c3cccc4ccn(C)c34)c(NC3CCCCC3)n2c1. Yield: 1.7%. RXN SMILES: CC1=CC=C(N)N=C1.[C-]#[N+]C1CCCCC1.CN1C=CC2=CC=CC(C=O)=C12>>CN1C=CC2=CC=CC(C3=C(NC4CCCCC4)N4C=C(C)C=CC4=N3)=C12. Reactants: N1=CC=C2N1C=CC(=C2)CN2N=NC=1C2=NC(=CN1)C=1C=NN(C1)CCOC1OCCCC1 (1-(pyrazolo[1,5-a]pyridin-5-ylmethyl)-6-(1-(2-(tetrahydro-2H-pyran-2-yloxy)ethyl)-1H-pyrazol-4-yl)-1H-[1,2,3]triazolo[4,5-b]pyrazine), C1N2CN3CN1CN(C2)C3 (HMTA), CC(=O)O.O (AcOH H2O), N.O (NH3.H2O). Conditions: temperature 110 celsius, time 2 hour. Yields the product OCCN1N=CC(=C1)C1=CN=C2C(=N1)N(N=N2)CC2=CC=1N(C=C2)N=CC1C=O (5-((6-(1-(2-Hydroxyethyl)-1H-pyrazol-4-yl)-1H-[1,2,3]triazolo[4,5-b]pyrazin-1-yl)methyl)pyrazolo[1,5-a]pyridine-3-carbaldehyde). RXN SMILES: [N:1]1[N:5]2[CH:6]=[CH:7][C:8]([CH2:10][N:11]3[C:15]4=[N:16][C:17]([C:20]5[CH:21]=[N:22][N:23]([CH2:25][CH2:26][O:27]C6CCCCO6)[CH:24]=5)=[CH:18][N:19]=[C:14]4[N:13]=[N:12]3)=[CH:9][C:4]2=[CH:3][CH:2]=1.C1N2CN3CN(C2)CN1C3.N.O.C[C:47](O)=[O:48].O>>[OH:27][CH2:26][CH2:25][N:23]1[CH:24]=[C:20]([C:17]2[N:16]=[C:15]3[N:11]([CH2:10][C:8]4[CH:7]=[CH:6][N:5]5[N:1]=[CH:2][C:3]([CH:47]=[O:48])=[C:4]5[CH:9]=4)[N:12]=[N:13][C:14]3=[N:19][CH:18]=2)[CH:21]=[N:22]1 |f:2.3,4.5|. Procedure details: To a solution of 1-(pyrazolo[1,5-a]pyridin-5-ylmethyl)-6-(1-(2-(tetrahydro-2H-pyran-2-yloxy)ethyl)-1H-pyrazol-4-yl)-1H-[1,2,3]triazolo[4,5-b]pyrazine 311-a (125 mg, 0.28 mmol) in AcOH/H2O (2 mL/1 mL) was added HMTA (79 mg, 0.56 mmol). The reaction mixture was stirred at 110° C. for 2 h, then treated with NH3.H2O to bring pH to 8. The resulting mixture was then concentrated and purified by prep-TLC to afford the title compound (67 mg). MS (m/z): 389.37 (M+1)+. The reactants are BrC=1C=CC=C2N=CC(=NC12)C1=CC(=C(C=C1)OC)OC (8-Bromo-2-(3,4-dimethoxy-phenyl)-quinoxaline), BrC=1C=CC=C2N=CC(=NC12)C1=CC(=C(C(=C1)OC)OC)OC (8-Bromo-2-(3,4,5-trimethoxy-phenyl)-quinoxaline), B(O)O (boronic acid), COC1=CC=C(C=C1OC)B(O)O (4,5-dimethoxyphenylboronic acid), COC=1C=C(C=C(C1OC)OC)B(O)O (3,4,5-trimethoxyphenylboronic acid), ester. Product: CC=1C=C(C=CC1CN1CCOCC1)C=1C=CC=C2N=CC(=NC12)C1=CC(=C(C(=C1)OC)OC)OC (8-(3-Methyl-4-morpholin-4-ylmethyl-phenyl)-2-(3,4,5-trimethoxy-phenyl)-quinoxaline). Reaction SMILES: BrC1C=CC=[C:6]2[C:11]=1[N:10]=[C:9]([C:12]1[CH:17]=[CH:16][C:15](OC)=[C:14](OC)[CH:13]=1)C=N2.C[O:23][C:24]1C(OC)=CC(B(O)O)=C[CH:25]=1.[CH3:35]OC1C=C(B(O)O)C=C(OC)C=1OC.Br[C:51]1[CH:52]=[CH:53][CH:54]=[C:55]2[C:60]=1[N:59]=[C:58]([C:61]1[CH:66]=[C:65]([O:67][CH3:68])[C:64]([O:69][CH3:70])=[C:63]([O:71][CH3:72])[CH:62]=1)[CH:57]=[N:56]2.B(O)O>>[CH3:35][C:17]1[CH:16]=[C:15]([C:51]2[CH:52]=[CH:53][CH:54]=[C:55]3[C:60]=2[N:59]=[C:58]([C:61]2[CH:66]=[C:65]([O:67][CH3:68])[C:64]([O:69][CH3:70])=[C:63]([O:71][CH3:72])[CH:62]=2)[CH:57]=[N:56]3)[CH:14]=[CH:13][C:12]=1[CH2:9][N:10]1[CH2:11][CH2:6][O:23][CH2:24][CH2:25]1. Procedure: Using the same synthetic methods as described in Example 1, but utilizing 8-Bromo-2-(3,4-dimethoxy-phenyl)-quinoxaline [prepared analogously to step 1.5 but utilizing 4,5-dimethoxyphenylboronic acid in lieu of 3,4,5-trimethoxyphenylboronic acid] in lieu of 8-Bromo-2-(3,4,5-trimethoxy-phenyl)-quinoxaline and the appropriate boronic acid or ester derivative leads to the following Examples The reactants are CC=1NC(NC1C(CC1=CC=CC=C1)=O)=S (1,3-dihydro-4-methyl-5-(2-phenylacetyl)-2H-imidazol-2-thione), P12(=S)SP3(=S)SP(=S)(S1)SP(=S)(S2)S3 (phosphorus pentasulfide). The solvent is C1(=CC=CC=C1)C (toluene). Product: CC=1NC(NC1C(CC1=CC=CC=C1)=S)=S (1,3-Dihydro-4-methyl-5-(1-thioxo-2-phenylethyl)-2H-imidazol-2-thione). As a reaction SMILES: [CH3:1][C:2]1[NH:3][C:4](=[S:16])[NH:5][C:6]=1[C:7](=O)[CH2:8][C:9]1[CH:14]=[CH:13][CH:12]=[CH:11][CH:10]=1.P12(SP3(SP(SP(S3)(S1)=S)(=S)S2)=S)=[S:18]>C1(C)C=CC=CC=1>[CH3:1][C:2]1[NH:3][C:4](=[S:16])[NH:5][C:6]=1[C:7](=[S:18])[CH2:8][C:9]1[CH:14]=[CH:13][CH:12]=[CH:11][CH:10]=1. Procedure: In 100 ml toluene is placed 15 g 1,3-dihydro-4-methyl-5-(2-phenylacetyl)-2H-imidazol-2-thione and 15 g phosphorus pentasulfide. The mixture is refluxed 5 hours and the solvent is evaporated to give the title compound. The reactants are C[Al](C)C (Trimethylaluminum), solution, O.O.O.O.O.O.O.O.O.O.S(=O)(=O)([O-])[O-].[Na+].[Na+] (Sodium sulfate decahydrate), NC1(C2=CC(=CC=C2OC=2C(=CC(=CC12)OC)F)Br)COCCC#N (3-((9-amino-7-bromo-4-fluoro-2-methoxy-9H-xanthen-9-yl)methoxy)propanenitrile). Solvent: C1(=CC=CC=C1)C (toluene), C1(=CC=CC=C1)C (toluene), CCOC(=O)C (EtOAc). Run at temperature 90 celsius, time 1 minute. Product: BrC1=CC=C2OC=3C(=CC(=CC3C\3(C2=C1)COCC\C(=N3)\N)OC)F ((E)-7′-bromo-4′-fluoro-2′-methoxy-6,7-dihydro-2H-spiro[[1,4]oxazepine-3,9′-xanthen]-5-amine). RXN SMILES: [NH2:1][C:2]1([CH2:20][O:21][CH2:22][CH2:23][C:24]#[N:25])[C:15]2[CH:14]=[C:13]([O:16][CH3:17])[CH:12]=[C:11]([F:18])[C:10]=2[O:9][C:8]2[C:3]1=[CH:4][C:5]([Br:19])=[CH:6][CH:7]=2.C[Al](C)C.O.O.O.O.O.O.O.O.O.O.S([O-])([O-])(=O)=O.[Na+].[Na+]>C1(C)C=CC=CC=1.CCOC(C)=O>[Br:19][C:5]1[CH:4]=[C:3]2[C:8]([O:9][C:10]3[C:11]([F:18])=[CH:12][C:13]([O:16][CH3:17])=[CH:14][C:15]=3[C:2]32[CH2:20][O:21][CH2:22][CH2:23][C:24]([NH2:25])=[N:1]3)=[CH:7][CH:6]=1 |f:2.3.4.5.6.7.8.9.10.11.12.13.14|. Procedure details: A 250-mL round-bottom flask was charged with 3-((9-amino-7-bromo-4-fluoro-2-methoxy-9H-xanthen-9-yl)methoxy)propanenitrile (2.78 g, 6.83 mmol) and toluene (45.5 mL) to give a pale-green solution. Trimethylaluminum (7.17 mL of a 2M solution in toluene, 14.34 mmol) was added, and a reflux condenser was attached. After stirring for 1 min, the flask was heated to 90° C. for 1 h. After this time, the mixture was cooled to RT. Sodium sulfate decahydrate (3.4 g) was added slowly over 5 min, and the mix... The reactants are [Si](C)(C)(C(C)(C)C)OC[C@H](C)OC1=C(CN(C(OCC2=CC=CC=C2)=O)C)C=C(C=C1F)[N+](=O)[O-] ((S)-Benzyl 2-((1-((tert-butyldimethylsilyl)oxy)propan-2-yl)oxy)-3-fluoro-5-nitrobenzyl(methyl)carbamate). The reagents and catalysts are [Pd] (Pd—C). Run at time 8 hour. RXN SMILES: [Si:1]([O:8][CH2:9][C@@H:10]([O:12][C:13]1[C:31]([F:32])=[CH:30][C:29]([N+:33]([O-])=O)=[CH:28][C:14]=1[CH2:15][N:16](C)[C:17](=O)OCC1C=CC=CC=1)[CH3:11])([C:4]([CH3:7])([CH3:6])[CH3:5])([CH3:3])[CH3:2]>CO.[Pd]>[Si:1]([O:8][CH2:9][C@@H:10]([O:12][C:13]1[C:14]([CH2:15][NH:16][CH3:17])=[CH:28][C:29]([NH2:33])=[CH:30][C:31]=1[F:32])[CH3:11])([C:4]([CH3:7])([CH3:6])[CH3:5])([CH3:3])[CH3:2]. Reported procedure: To a degassed solution of 33B (573 mg, 1.131 mmol) in MeOH (10 mL), was added 10% Pd—C (50 mg, 0.047 mmol). The mixture was evacuated and flushed with H2 (3×), then was stirred under an atmosphere of H2 for 8 h. The mixture was filtered and concentrated to give 33C (382 mg, 1.115 mmol, 99% yield) as a pale brown oil. MS (ESI) m/z: 343.1 [M+1]+. 1H NMR (400 MHz, chloroform-d) δ ppm 6.40 (1H, d, J=1.8 Hz) 6.33 (1H, dd, J=12.5, 2.8 Hz) 4.20 (1H, sxt, J=5.7 Hz) 3.62-3.79 (4H, m) 3.53 (2H, br. s.) 2.... Yield: 98.6%. The solvent is CO (MeOH). Yields the product [Si](C)(C)(C(C)(C)C)OC[C@H](C)OC1=C(C=C(N)C=C1CNC)F ((S)-4-((1-((tert-Butyldimethylsilyl)oxy)propan-2-yl)oxy)-3-fluoro-5-((methylamino)methyl)aniline).